From a dataset of the Open Reaction Database (ORD), a public repository of structured organic reaction records. describe an organic reaction: reactants, conditions, products, and yield The reactants are CN(C)C=O, N#Cc1cc(O)c(-n2ccc(OCc3ccc(F)cc3F)c(Cl)c2=O)c(F)c1, CI, [K], O. The product is COc1cc(C#N)cc(F)c1-n1ccc(OCc2ccc(F)cc2F)c(Cl)c1=O. RXN SMILES: [CH3:32][N:33]([CH3:34])[CH:35]=[O:36].[Cl:2][c:3]1[c:4](=[O:29])[n:5](-[c:19]2[c:20]([F:28])[cH:21][c:22]([C:23]#[N:24])[cH:25][c:26]2[OH:27])[cH:6][cH:7][c:8]1[O:9][CH2:10][c:11]1[c:12]([F:18])[cH:13][c:14]([F:17])[cH:15][cH:16]1.[I:30][CH3:31].[K:1].[OH2:37]>>[Cl:2][c:3]1[c:4](=[O:29])[n:5](-[c:19]2[c:20]([F:28])[cH:21][c:22]([C:23]#[N:24])[cH:25][c:26]2[O:27][CH3:31])[cH:6][cH:7][c:8]1[O:9][CH2:10][c:11]1[c:12]([F:18])[cH:13][c:14]([F:17])[cH:15][cH:16]1. Reactants: solid, BrC=1C=CC=2N(C1)C(=CN2)C2=CC=C(C=C2)Cl (6-bromo-3-(4-chloro-phenyl)-imidazo[1,2-a]pyridine), BrC=1C=CC=2N(C1)C(=CN2)C2=CC=C(C=C2)Cl (6-bromo-3-(4-chloro-phenyl)-imidazo[1,2-a]pyridine), ClC1=CC=C(C=C1)N1N=CC=C1B1OC(C(O1)(C)C)(C)C (1-(4-chloro-phenyl)-5-(4,4,5,5-tetramethyl-[1,3,2]dioxaborolan-2-yl)-1H-pyrazole), ClC1=CC=C(C=C1)N1N=CC=C1B1OC(C(O1)(C)C)(C)C (1-(4-chloro-phenyl)-5-(4,4,5,5-tetramethyl-[1,3,2]dioxaborolan-2-yl)-1H-pyrazole). The product is ClC1=CC=C(C=C1)C1=CN=C2N1C=C(C=C2)C=2N(N=CC2)C2=CC=C(C=C2)Cl (3-(4-Chloro-phenyl)-6-[2-(4-chloro-phenyl)-2H-pyrazol-3-yl]-imidazo[1,2-a]pyridine). RXN SMILES: Br[C:2]1[CH:3]=[CH:4][C:5]2[N:6]([C:8]([C:11]3[CH:16]=[CH:15][C:14]([Cl:17])=[CH:13][CH:12]=3)=[CH:9][N:10]=2)[CH:7]=1.[Cl:18][C:19]1[CH:24]=[CH:23][C:22]([N:25]2[C:29](B3OC(C)(C)C(C)(C)O3)=[CH:28][CH:27]=[N:26]2)=[CH:21][CH:20]=1>>[Cl:17][C:14]1[CH:15]=[CH:16][C:11]([C:8]2[N:6]3[CH:7]=[C:2]([C:29]4[N:25]([C:22]5[CH:23]=[CH:24][C:19]([Cl:18])=[CH:20][CH:21]=5)[N:26]=[CH:27][CH:28]=4)[CH:3]=[CH:4][C:5]3=[N:10][CH:9]=2)=[CH:12][CH:13]=1. Reported procedure: The title compound, off-white solid (41 mg, 31%), MS (ISP) m/z=405.3 [(M+H)+], mp 172.5° C., was prepared in accordance with the general method of example 1 from 6-bromo-3-(4-chloro-phenyl)-imidazo[1,2-a]pyridine (intermediate F) (0.1 g, 0.325 mmol) and 1-(4-chloro-phenyl)-5-(4,4,5,5-tetramethyl-[1,3,2]dioxaborolan-2-yl)-1H-pyrazole (intermediate B) (0.12 g, 0.39 mmol). Starting materials: BrC=1C=C(SC1)[C@]1(NC(N(C(C1)=O)C)=NC(OC(C)(C)C)=O)C ((S)-tert-butyl 4-(4-bromothiophen-2-yl)-1,4-dimethyl-6-oxo-tetrahydropyrimidin-2(1H)-ylidenecarbamate), [Li+].C[Si](C)(C)[N-][Si](C)(C)C (LiHMDS), C2, N,N-dimethylmethylene iminium iodide. Run in CO (methanol), C1CCOC1 (THF), C1CCOC1 (THF), O (water). Reaction conditions: temperature -78 celsius, time 40 minute. Product: BrC=1C=C(SC1)[C@]1(NC(N(C(C1=C)=O)C)=NC(OC(C)(C)C)=O)C ((S)-tert-butyl 4-(4-bromothiophen-2-yl)-1,4-dimethyl-5-methylene-6-oxo-tetrahydropyrimidin-2(1H)-ylidenecarbamate). Yield: 85.6%. RXN SMILES: [Br:1][C:2]1[CH:3]=[C:4]([C@:7]2([CH3:23])[CH2:12][C:11](=[O:13])[N:10]([CH3:14])[C:9](=[N:15][C:16](=[O:22])[O:17][C:18]([CH3:21])([CH3:20])[CH3:19])[NH:8]2)[S:5][CH:6]=1.[Li+].[CH3:25][Si]([N-][Si](C)(C)C)(C)C>C1COCC1.O.CO>[Br:1][C:2]1[CH:3]=[C:4]([C@:7]2([CH3:23])[C:12](=[CH2:25])[C:11](=[O:13])[N:10]([CH3:14])[C:9](=[N:15][C:16](=[O:22])[O:17][C:18]([CH3:19])([CH3:21])[CH3:20])[NH:8]2)[S:5][CH:6]=1 |f:1.2|. Procedure details: The synthesis was adapted from the synthetic procedure by Pedregal et. al. Tetrahedron: Asymmetry 1994, 5, 921-926. Thus, to a solution of (S)-tert-butyl 4-(4-bromothiophen-2-yl)-1,4-dimethyl-6-oxo-tetrahydropyrimidin-2(1H)-ylidenecarbamate (C1, 1.0 g, 2.48 mmol) in anhydrous THF (7 mL) at −70° C. was added dropwise a solution of LiHMDS (1M, 5 mL, 2 eq, 4.96 mmol) in THF. After stirring at −78° C. for 40 min, N,N-dimethylmethylene iminium iodide (Eschenmoser's salt, 0.92 g, 4.96 mmol) was added....